From a dataset of the Open Reaction Database (ORD), a public repository of structured organic reaction records. describe an organic reaction: reactants, conditions, products, and yield Reactants: BrC1=CC=CC2=CN(N=C12)C (7-bromo-2-methyl-2H-indazole), solution, C(C)(C)[N-]C(C)C.[Li+] (lithium diisopropylamide), C1CCOC1.CCCCCCC.C(C)C1=CC=CC=C1 (THF heptane ethylbenzene), IC (Iodomethane). The solvent is O (Water), C1CCOC1 (THF). Run at temperature 2.5 celsius. The product is EtOAc hexanes, BrC1=CC=CC2=C(N(N=C12)C)C (7-bromo-2,3-dimethyl-2H-indazole). Yield: 50.0%. Reaction SMILES: [Br:1][C:2]1[C:10]2[C:6](=[CH:7][N:8]([CH3:11])[N:9]=2)[CH:5]=[CH:4][CH:3]=1.[CH:12]([N-]C(C)C)(C)C.[Li+].C1COCC1.CCCCCCC.C(C1C=CC=CC=1)C.IC>C1COCC1.O>[Br:1][C:2]1[C:10]2[C:6](=[C:7]([CH3:12])[N:8]([CH3:11])[N:9]=2)[CH:5]=[CH:4][CH:3]=1 |f:1.2,3.4.5|. Procedure details: To a solution of 7-bromo-2-methyl-2H-indazole (5.49 g, 26.0 mmol) in 100 mL of THF at −78° C. was added a 2.0 M solution of lithium diisopropylamide in THF/heptane/ethylbenzene (19.5 mL, 39.0 mmol). The resulting dark orange solution was stirred at 0-5° C. for 15 m, then rechilled at −78° C. for 15 m. Iodomethane (2.5 mL, 40 mmol) was added, and the orange solution allowed to slowly warm to RT over 17 h period with stirring. Water (100 mL) was added, and the mixture was extracted with 100 mL of ...